Dataset: the Open Reaction Database (ORD), a public repository of structured organic reaction records. Task: describe an organic reaction: reactants, conditions, products, and yield Reactants: S[C@@H]1CN([C@@H](C1)CSC1=CC=CC=C1)C(=O)OCC1=CC=C(C=C1)[N+](=O)[O-] ((3S,5S)-3-mercapto-1-p-nitrobenzyloxycarbonyl-5-(phenylthiomethyl)pyrrolidine), O(C1=CC=CC=C1)P(=O)(OC1=CC=CC=C1)OC=1[C@@H]([C@@H]2N(C1C(=O)OCC1=CC=C(C=C1)[N+](=O)[O-])C([C@@H]2[C@@H](C)O)=O)C (p-nitrobenzyl (1R,5S,6S)-2-diphenoxyphosphoryloxy-6-[(1R)-1-hydroxyethyl]-1-methyl-1-carbapen-2-em-3-carboxylate), C(C)(=O)OCC (ethyl acetate). Run in C(C)#N (acetonitrile), C(C)#N (acetonitrile). Conditions: temperature 5 celsius, time 8 hour. Product: O[C@H](C)[C@@H]1[C@@H]2N(C(=C([C@@H]2C)S[C@@H]2CN([C@@H](C2)CSC2=CC=CC=C2)C(=O)OCC2=CC=C(C=C2)[N+](=O)[O-])C(=O)OCC2=CC=C(C=C2)[N+](=O)[O-])C1=O (p-nitrobenzyl (1R,5S,6S)-6-[(1R)-1-hydroxyethyl]-1-methyl-2-[(3S,5S)-1-p-nitrobenzyloxycarbonyl-5-(phenylthiomethyl)pyrrolidin-3-ylthio]-1-carbapen-2-em-3-carboxylate). The yield is 60.5%. RXN SMILES: O(P(O[C:18]1[C@H:19]([CH3:42])[C@H:20]2[C@@H:37]([C@H:38]([OH:40])[CH3:39])[C:36](=[O:41])[N:21]2[C:22]=1[C:23]([O:25][CH2:26][C:27]1[CH:32]=[CH:31][C:30]([N+:33]([O-:35])=[O:34])=[CH:29][CH:28]=1)=[O:24])(OC1C=CC=CC=1)=O)C1C=CC=CC=1.[SH:43][C@H:44]1[CH2:48][C@@H:47]([CH2:49][S:50][C:51]2[CH:56]=[CH:55][CH:54]=[CH:53][CH:52]=2)[N:46]([C:57]([O:59][CH2:60][C:61]2[CH:66]=[CH:65][C:64]([N+:67]([O-:69])=[O:68])=[CH:63][CH:62]=2)=[O:58])[CH2:45]1.C(OCC)(=O)C>C(#N)C>[OH:40][C@@H:38]([C@H:37]1[C:36](=[O:41])[N:21]2[C:22]([C:23]([O:25][CH2:26][C:27]3[CH:32]=[CH:31][C:30]([N+:33]([O-:35])=[O:34])=[CH:29][CH:28]=3)=[O:24])=[C:18]([S:43][C@H:44]3[CH2:48][C@@H:47]([CH2:49][S:50][C:51]4[CH:56]=[CH:55][CH:54]=[CH:53][CH:52]=4)[N:46]([C:57]([O:59][CH2:60][C:61]4[CH:62]=[CH:63][C:64]([N+:67]([O-:69])=[O:68])=[CH:65][CH:66]=4)=[O:58])[CH2:45]3)[C@H:19]([CH3:42])[C@H:20]12)[CH3:39]. Procedure: To a solution of p-nitrobenzyl (1R,5S,6S)-2-diphenoxyphosphoryloxy-6-[(1R)-1-hydroxyethyl]-1-methyl-1-carbapen-2-em-3-carboxylate (2.24 g, 3.78 mmol) in acetonitrile (70 ml), DIPA (0.9 ml, 5.16 mmol) was added under cooling with ice, and then a solution of (3S,5S)-3-mercapto-1-p-nitrobenzyloxycarbonyl-5-(phenylthiomethyl)pyrrolidine (1.39 g, 3.42 mmol) in acetonitrile (15 ml) was dropwise added thereto. The reaction solution was stirred at 5° C. overnight, and ethyl acetate (300 ml) was added to...